From a dataset of the Open Reaction Database (ORD), a public repository of structured organic reaction records. describe an organic reaction: reactants, conditions, products, and yield The reactants are C(C)C1(C(N(CCCC1)CCCO)=O)C1=CC(=CC=C1)OC (3-ethyl-1-(3-hydroxy-propyl)-3-(3-methoxy-phenyl)-azepan-2-one), B(Br)(Br)Br (BBr3). Solvent: C(Cl)Cl (CH2Cl2). Conditions: temperature 25 celsius, time 3 hour. Product: C(C)C1(C(N(CCCC1)CCCO)=O)C1=CC(=CC=C1)O (3-ethyl-3-(3-hydroxy-phenyl)-1-(3-hydroxy-propyl)-azepan-2-one). As a reaction SMILES: [CH2:1]([C:3]1([C:15]2[CH:20]=[CH:19][CH:18]=[C:17]([O:21]C)[CH:16]=2)[CH2:9][CH2:8][CH2:7][CH2:6][N:5]([CH2:10][CH2:11][CH2:12][OH:13])[C:4]1=[O:14])[CH3:2].B(Br)(Br)Br>C(Cl)Cl>[CH2:1]([C:3]1([C:15]2[CH:20]=[CH:19][CH:18]=[C:17]([OH:21])[CH:16]=2)[CH2:9][CH2:8][CH2:7][CH2:6][N:5]([CH2:10][CH2:11][CH2:12][OH:13])[C:4]1=[O:14])[CH3:2]. Reported procedure: To a solution of 3-ethyl-1-(3-hydroxy-propyl)-3-(3-methoxy-phenyl)-azepan-2-one (as described above in Step B) (0.12 g, 0.393 mmol) in CH2Cl2 (20 mL) at −78° C. was added BBr3 (1M, 0.786 mL, 0.786 mmol). The reaction mixture was stirred for 3 hr at 25° C. then quenched with H2O and extracted with EtOAc. The organic layer was separated, washed with brine and dried (MgSO4). Filtration and concentration to dryness gave the title compound after purification by preparative RP HPLC.